The task is: describe an organic reaction: reactants, conditions, products, and yield. This data is from the Open Reaction Database (ORD), a public repository of structured organic reaction records. Reactants: [Li]CCCC, [CH2]C, CCOCC, CCCCCC, CCOC(=O)Cl, Cc1csc2ccc(Cl)cc12, O. Yields the product CCOC(=O)c1sc2ccc(Cl)cc2c1C. Reaction SMILES: [CH2:1]([Li:2])[CH2:3][CH2:4][CH3:5].[CH2:30][CH3:31].[CH2:32]([O:33][CH2:34][CH3:35])[CH3:36].[CH3:24][CH2:25][CH2:26][CH2:27][CH2:28][CH3:29].[Cl:17][C:18](=[O:19])[O:20][CH2:21][CH3:22].[Cl:6][c:7]1[cH:8][c:9]2[c:10]([s:11][cH:12][c:13]2[CH3:14])[cH:15][cH:16]1.[OH2:23]>>[Cl:6][c:7]1[cH:8][c:9]2[c:10]([s:11][c:12]([C:18](=[O:19])[O:20][CH2:21][CH3:22])[c:13]2[CH3:14])[cH:15][cH:16]1. Starting materials: BrCCCCCCCCC1=C2C(C(=O)NC2=O)=CC=C1 (8-Bromooctylphthalimide), CN1CCNCC1 (N-methylpiperazine). Run in C(C)OCC (ethyl ether). Product: CN1C(CNCC1)CCCCCCCCC1=C2C(C(=O)NC2=O)=CC=C1 (8-(N-methylpiperazinyl)octylphthalimide). RXN SMILES: Br[CH2:2][CH2:3][CH2:4][CH2:5][CH2:6][CH2:7][CH2:8][CH2:9][C:10]1[CH:20]=[CH:19][CH:18]=[C:12]2[C:13]([NH:15][C:16](=[O:17])[C:11]=12)=[O:14].[CH3:21][N:22]1[CH2:27][CH2:26][NH:25][CH2:24][CH2:23]1>C(OCC)C>[CH3:21][N:22]1[CH2:27][CH2:26][NH:25][CH2:24][CH:23]1[CH2:2][CH2:3][CH2:4][CH2:5][CH2:6][CH2:7][CH2:8][CH2:9][C:10]1[CH:20]=[CH:19][CH:18]=[C:12]2[C:13]([NH:15][C:16](=[O:17])[C:11]=12)=[O:14]. Procedure details: 8-Bromooctylphthalimide (516 mg; 2.0 mmoles) and N-methylpiperazine (0.44 ml; 4.0 mmoles) were dissolved in anhydrous ethyl ether (5 ml). Reaction times and process as per Example 1. The reactants are FC1=CC=C(C=C1)C(C(=O)N=C(NC1=CC(=C(C=C1)N1N=C(N=C1)C)OC)SC)CC=C (Methyl N′-2-(4-fluorophenyl)pent-4-enoyl-N-(3-methoxy-4-(3-methyl-1H-1,2,4-triazol-1-yl)phenyl)carbamimidothioate), C(C=C)NN (allylhydrazine). The product is C(C=C)N1N=C(N=C1C(CC=C)C1=CC=C(C=C1)F)NC1=CC(=C(C=C1)N1N=C(N=C1)C)OC (1-allyl-5-(1-(4-fluorophenyl)but-3-enyl)-N-(3-methoxy-4-(3-methyl-1H-1,2,4-triazol-1-yl)phenyl)-1H-1,2,4-triazol-3-amine). As a reaction SMILES: [F:1][C:2]1[CH:7]=[CH:6][C:5]([CH:8]([CH2:30][CH:31]=[CH2:32])[C:9]([N:11]=[C:12](SC)[NH:13][C:14]2[CH:19]=[CH:18][C:17]([N:20]3[CH:24]=[N:23][C:22]([CH3:25])=[N:21]3)=[C:16]([O:26][CH3:27])[CH:15]=2)=O)=[CH:4][CH:3]=1.[CH2:33]([NH:36][NH2:37])[CH:34]=[CH2:35]>>[CH2:33]([N:36]1[C:9]([CH:8]([C:5]2[CH:6]=[CH:7][C:2]([F:1])=[CH:3][CH:4]=2)[CH2:30][CH:31]=[CH2:32])=[N:11][C:12]([NH:13][C:14]2[CH:19]=[CH:18][C:17]([N:20]3[CH:24]=[N:23][C:22]([CH3:25])=[N:21]3)=[C:16]([O:26][CH3:27])[CH:15]=2)=[N:37]1)[CH:34]=[CH2:35]. Procedure details: Methyl N′-2-(4-fluorophenyl)pent-4-enoyl-N-(3-methoxy-4-(3-methyl-1H-1,2,4-triazol-1-yl)phenyl)carbamimidothioate (0.62 g, 1.367 mmol) was reacted with allylhydrazine (70% solution in water, 0.55 mL, 5.47 mmol) using a procedure analogous to Step B of Example 1 to provide 1-allyl-5-(1-(4-fluorophenyl)but-3-enyl)-N-(3-methoxy-4-(3-methyl-1H-1,2,4-triazol-1-yl)phenyl)-1H-1,2,4-triazol-3-amine. The purified product was dissolved in 0.1% TFA/dichloromethane and reconcentrated to afford 1-allyl-5-(1-... Starting materials: Cc1ccccc1, COc1cc(C=CC(=O)O)ccc1C, O=S(Cl)Cl. Product: COc1cc(C=CC(=O)Cl)ccc1C. Reaction SMILES: [CH3:19][c:20]1[cH:21][cH:22][cH:23][cH:24][cH:25]1.[CH3:5][O:6][c:7]1[cH:8][c:9]([CH:14]=[CH:15][C:16](=[O:17])[OH:18])[cH:10][cH:11][c:12]1[CH3:13].[S:1]([Cl:2])([Cl:3])=[O:4]>>[Cl:3][C:16]([CH:15]=[CH:14][c:9]1[cH:8][c:7]([O:6][CH3:5])[c:12]([CH3:13])[cH:11][cH:10]1)=[O:18].